Dataset: the Open Reaction Database (ORD), a public repository of structured organic reaction records. Task: describe an organic reaction: reactants, conditions, products, and yield Reactants: BrC=1SC=CN1 (2-bromothiazole), CC(C)([O-])C.[Na+] (sodium tert-butoxide), C(C)(C)(C)OC(=O)N1[C@@H]2CN[C@H](C1)C2 ((S,S) 2,5-diaza-bicyclo[2.2.1]heptane-2-carboxylic acid tert-butyl ester), C1(=CC=CC=C1)C1=CC=CC=C1 (biphenyl). RXN SMILES: Br[C:2]1[S:3][CH:4]=[CH:5][N:6]=1.CC(C)([O-])C.[Na+].[C:13]([O:17][C:18]([N:20]1[CH2:25][C@@H:24]2[CH2:26][C@H:21]1[CH2:22][NH:23]2)=[O:19])([CH3:16])([CH3:15])[CH3:14].C1(C2C=CC=CC=2)C=CC=CC=1>O1CCOCC1.C(OCC)(=O)C.O.C([O-])(=O)C.[Pd+2].C([O-])(=O)C>[C:13]([O:17][C:18]([N:20]1[CH2:25][CH:24]2[CH2:26][CH:21]1[CH2:22][N:23]2[C:2]1[S:3][CH:4]=[CH:5][N:6]=1)=[O:19])([CH3:16])([CH3:14])[CH3:15] |f:1.2,8.9.10|. The reagents and catalysts are C(C)(=O)[O-].[Pd+2].C(C)(=O)[O-] (palladium acetate). Run in O1CCOCC1 (dioxane), C(C)(=O)OCC (ethyl acetate), O (H2O). Procedure: A mixture of 2-bromothiazole (200 mg, 1.22 mmol), palladium acetate (15 mg, 0.06 mmol), sodium tert-butoxide (217 mg, 2.26 mmol), (S,S) 2,5-diaza-bicyclo[2.2.1]heptane-2-carboxylic acid tert-butyl ester (280 mg, 1.4 mmol) and 2-Di-t-butylphosphino)-biphenyl (37 mg, 0.118 mmol) was stirred in dioxane (10 ml) at 80° C. for overnight. The reaction was cooled, diluted with ethyl acetate (40 ml) and H2O (50 ml). The organic layer was separated, dried (Na2SO4), filtered and solvent evaporated. The res... Yield: 52.0%. The product is C(C)(C)(C)OC(=O)N1C2CN(C(C1)C2)C=2SC=CN2 (5-Thiazol-2-yl-2,5-diaza-bicyclo[2.2.1]heptane-2-carboxylic acid tert-butyl ester). Reaction SMILES: CN(C)C=[CH:4][C:5]1[CH:10]=[CH:9][CH:8]=[CH:7][C:6]=1[C:11]#[N:12].[O:14]=O>CN(C=O)C.Cl[Cu]>[C:11]([C:6]1[CH:7]=[CH:8][CH:9]=[CH:10][C:5]=1[CH:4]=[O:14])#[N:12]. Starting materials: CN(C=CC1=C(C=CC=C1)C#N)C (β-dimethylamino-2-cyanostyrene), O=O (oxygen). Reported procedure: 8.6 g of β-dimethylamino-2-cyanostyrene were dissolved in 100 ml of DMF. 0.25 g of CuCl was added and the mixture was aerated for 4 h at 35°-40° C. using oxygen. After the customary aqueous work-up, o-cyanobenzaldehyde was obtained as the product. The reagents and catalysts are Cl[Cu] (CuCl). Solvent: CN(C)C=O (DMF). The product is C(#N)C1=C(C=O)C=CC=C1 (o-cyanobenzaldehyde). Conditions: time 4 hour.